Task: describe an organic reaction: reactants, conditions, products, and yield. Dataset: the Open Reaction Database (ORD), a public repository of structured organic reaction records The reactants are C1CCOC1, COC(=O)c1ccccc1-n1c(C)cc(C(=O)Nc2ccc(S(C)(=O)=O)cc2)c1C, CO, [Li+], [OH-]. The product is Cc1cc(C(=O)Nc2ccc(S(C)(=O)=O)cc2)c(C)n1-c1ccccc1C(=O)O. Reaction SMILES: [CH2:35]1[O:36][CH2:37][CH2:38][CH2:39]1.[CH3:1][O:2][C:3]([c:4]1[c:5](-[n:10]2[c:11]([CH3:29])[c:12]([C:16]([NH:17][c:18]3[cH:19][cH:20][c:21]([S:24](=[O:25])(=[O:26])[CH3:27])[cH:22][cH:23]3)=[O:28])[cH:13][c:14]2[CH3:15])[cH:6][cH:7][cH:8][cH:9]1)=[O:30].[CH3:33][OH:34].[Li+:32].[OH-:31]>>[O:2]=[C:3]([c:4]1[c:5](-[n:10]2[c:11]([CH3:29])[c:12]([C:16]([NH:17][c:18]3[cH:19][cH:20][c:21]([S:24](=[O:25])(=[O:26])[CH3:27])[cH:22][cH:23]3)=[O:28])[cH:13][c:14]2[CH3:15])[cH:6][cH:7][cH:8][cH:9]1)[OH:30].